From a dataset of the Open Reaction Database (ORD), a public repository of structured organic reaction records. describe an organic reaction: reactants, conditions, products, and yield Reactants: Cl.ClC1=CC=C(CN(N)C2=CC=CC=C2)C=C1 (1-(4-chlorobenzyl)-1-(phenyl)hydrazine hydrochloride), CCOC(=O)CC1CCCCC1=O (ethyl 2-cyclohexanone acetate). Product: ClC1=CC=C(CN2C3=CC=CC=C3C=3CCCC(C23)CC(=O)OCC)C=C1 (Ethyl 9-p-chlorobenzyl-1,2,3,4-tetrahydrocarbazol-1-yl-acetate). As a reaction SMILES: Cl.[Cl:2][C:3]1[CH:17]=[CH:16][C:6]([CH2:7][N:8]([C:10]2[CH:15]=[CH:14][CH:13]=[CH:12][CH:11]=2)N)=[CH:5][CH:4]=1.[CH3:18][CH2:19][O:20][C:21]([CH2:23][CH:24]1[C:29](=O)[CH2:28][CH2:27][CH2:26][CH2:25]1)=[O:22]>>[Cl:2][C:3]1[CH:17]=[CH:16][C:6]([CH2:7][N:8]2[C:25]3[CH:24]([CH2:23][C:21]([O:20][CH2:19][CH3:18])=[O:22])[CH2:29][CH2:28][CH2:27][C:26]=3[C:15]3[C:10]2=[CH:11][CH:12]=[CH:13][CH:14]=3)=[CH:5][CH:4]=1 |f:0.1|. Procedure details: Following the procedure of Example 1, but using 1-(4-chlorobenzyl)-1-(phenyl)hydrazine hydrochloride and ethyl 2-cyclohexanone acetate as starting materials, the title compound was prepared. The reactants are O=C1N2C(N=NN1CC#C)=C(N=C2)C(N)=S (4-Oxo-3-(prop-2-ynyl)-3,4-dihydroimidazo[5,1-d][1,2,3,5]tetrazine-8-carbothioamide), BrCC(=O)C=1SC=CC1 (2-bromo-1-(2-thienyl)-1-ethanone). Solvent: CC#N (MeCN). Yields the product C(C#C)N1N=NC=2N(C1=O)C=NC2C=2SC=C(N2)C=2SC=CC2 (3-(Prop-2-ynyl)-8-(4-(thiophen-2-yl)thiazol-2-yl)imidazo[5,1-d][1,2,3,5]tetrazin-4(3H)-one). Isolated yield 73.0%. RXN SMILES: [O:1]=[C:2]1[N:7]([CH2:8][C:9]#[CH:10])[N:6]=[N:5][C:4]2=[C:11]([C:14](=[S:16])[NH2:15])[N:12]=[CH:13][N:3]12.Br[CH2:18][C:19]([C:21]1[S:22][CH:23]=[CH:24][CH:25]=1)=O>CC#N>[CH2:8]([N:7]1[C:2](=[O:1])[N:3]2[CH:13]=[N:12][C:11]([C:14]3[S:16][CH:18]=[C:19]([C:21]4[S:22][CH:23]=[CH:24][CH:25]=4)[N:15]=3)=[C:4]2[N:5]=[N:6]1)[C:9]#[CH:10]. Reported procedure: 4-Oxo-3-(prop-2-ynyl)-3,4-dihydroimidazo[5,1-d][1,2,3,5]tetrazine-8-carbothioamide (0.43 mmol) and 2-bromo-1-(2-thienyl)-1-ethanone (0.43 mmol) were stirred in dry MeCN (2 mL) at room temperature overnight. A precipitate formed which was filtered off and treated with basic ion exchange resin. After removal of the resin, the liquor was recombined with the original filtrate and evaporated to dryness before being purified by column chromatography eluting with 5% MeCN/DCM to give the title compound.... The reactants are CCN1NN=CC1CCOc1ccc(N)cc1, CCN=C=NCCCN(C)C, CN(C)C=O, Cl, O, O, On1nnc2ccccc21, O=C(O)CCc1cnoc1-c1ccccc1. Yields the product CCN1NN=CC1CCOc1ccc(NC(=O)CCc2cnoc2-c2ccccc2)cc1. RXN SMILES: [CH2:1]([CH3:2])[N:3]1[NH:4][N:5]=[CH:6][CH:7]1[CH2:8][CH2:9][O:10][c:11]1[cH:12][cH:13][c:14]([NH2:15])[cH:16][cH:17]1.[CH2:46]([N:47]=[C:48]=[N:49][CH2:50][CH2:51][CH2:52][N:53]([CH3:54])[CH3:55])[CH3:56].[CH3:58][N:59]([CH3:60])[CH:61]=[O:62].[ClH:45].[OH2:34].[OH2:57].[OH:35][n:36]1[c:37]2[cH:38][cH:39][cH:40][cH:41][c:42]2[n:43][n:44]1.[c:18]1(-[c:24]2[c:25]([CH2:29][CH2:30][C:31](=[O:32])[OH:33])[cH:26][n:27][o:28]2)[cH:19][cH:20][cH:21][cH:22][cH:23]1>>[CH2:1]([CH3:2])[N:3]1[NH:4][N:5]=[CH:6][CH:7]1[CH2:8][CH2:9][O:10][c:11]1[cH:12][cH:13][c:14]([NH:15][C:31]([CH2:30][CH2:29][c:25]2[c:24](-[c:18]3[cH:19][cH:20][cH:21][cH:22][cH:23]3)[o:28][n:27][cH:26]2)=[O:32])[cH:16][cH:17]1.